Dataset: the Open Reaction Database (ORD), a public repository of structured organic reaction records. Task: describe an organic reaction: reactants, conditions, products, and yield As a reaction SMILES: [CH3:1][c:2]1[c:3]([NH2:11])[c:4]([C:5](=[O:6])[OH:7])[cH:8][cH:9][cH:10]1.[ClH:22].[Na+:24].[OH-:23].[c:12]1([CH2:18][C:19](=[S:20])[Cl:21])[cH:13][cH:14][cH:15][cH:16][cH:17]1>>[CH3:1][c:2]1[c:3]([NH:11][C:19]([CH2:18][c:12]2[cH:13][cH:14][cH:15][cH:16][cH:17]2)=[S:20])[c:4]([C:5](=[O:6])[OH:7])[cH:8][cH:9][cH:10]1. Starting materials: Cc1cccc(C(=O)O)c1N, Cl, [Na+], [OH-], S=C(Cl)Cc1ccccc1. Yields the product Cc1cccc(C(=O)O)c1NC(=S)Cc1ccccc1. Solvent: CCOCC (ether), CCOCC (ether), O (water). Isolated yield 55.4%. Reported procedure: Magnesium turnings (1.97 g) and iodine (catalytic amount) were added to ether (150 ml), and 1,3-dibromo-5-fluorobenzene (19.6 g) in ether (20 ml) was added dropwise under nitrogen atmosphere at such a rate that gentle reflux occurred. The mixture was refluxed for 3 hours, and left to cool. Crushed dry ice was added thereto, and the mixture was stirred for 1 hour. The reaction mixture was poured into water, and acidified with hydrochloric acid. The mixture was extracted with ether (200 ml), and d... As a reaction SMILES: [Mg].II.Br[C:5]1[CH:10]=[C:9]([F:11])[CH:8]=[C:7]([Br:12])[CH:6]=1.[C:13](=[O:15])=[O:14].Cl>CCOCC.O>[Br:12][C:7]1[CH:6]=[C:5]([CH:10]=[C:9]([F:11])[CH:8]=1)[C:13]([OH:15])=[O:14]. Conditions: time 1 hour. Yields the product BrC=1C=C(C(=O)O)C=C(C1)F (3-Bromo-5-fluorobenzoic Acid). Reactants: [Mg] (Magnesium), II (iodine), BrC1=CC(=CC(=C1)F)Br (1,3-dibromo-5-fluorobenzene), C(=O)=O (dry ice), Cl (hydrochloric acid). The reactants are C(C)(=O)OCC (Ethyl acetate), OCC(=O)OCC (Ethyl hydroxyacetate), BrCCCO[Si](C)(C)C(C)(C)C ((3-Bromopropoxy)(tert-butyl)dimethylsilane), [H-].[Na+] (sodium hydride). The solvent is CN(C=O)C (N,N-dimethylformamide). Conditions: time 30 minute. Yields the product [Si](C)(C)(C(C)(C)C)OCCCOCC(=O)OCC (Ethyl (3-{[tert-butyl(dimethyl)silyl]oxy}propoxy)acetate). The yield is 52.9%. Reaction SMILES: [OH:1][CH2:2][C:3]([O:5][CH2:6][CH3:7])=[O:4].[H-].[Na+].Br[CH2:11][CH2:12][CH2:13][O:14][Si:15]([C:18]([CH3:21])([CH3:20])[CH3:19])([CH3:17])[CH3:16].C(OCC)(=O)C>CN(C)C=O>[Si:15]([O:14][CH2:13][CH2:12][CH2:11][O:1][CH2:2][C:3]([O:5][CH2:6][CH3:7])=[O:4])([C:18]([CH3:19])([CH3:20])[CH3:21])([CH3:17])[CH3:16] |f:1.2|. Reported procedure: Ethyl hydroxyacetate (600 mg, 5.76 mmol) was dissolved in N,N-dimethylformamide (6 mL), sodium hydride (55%; 277 mg, 0.447 mmol) was added under ice cooling, and then the mixture was stirred at room temperature for 30 minutes. (3-Bromopropoxy)(tert-butyl)dimethylsilane (1.46 mL, 6.34 mmol) was added, and the mixture was stirred at room temperature for 6.5 hours. Ethyl acetate was added to the reaction mixture, and the organic layer was washed with water (×3) and saturated sodium chloride solutio... Starting materials: Cl.COC1=CC=C(CC2NCCCC2=C(C)C)C=C1 (2-(p-methoxybenzyl)-3-isopropylidenepiperidine hydrochloride), FC1=CC=C(C=C1)[N+](=O)[O-] (p-fluoronitrobenzene), C([O-])([O-])=O.[K+].[K+] (potassium carbonate), CS(=O)C (dimethyl sulfoxide). The solvent is O (water). The product is [N+](=O)([O-])C1=CC=C(C=C1)N1C(C(CCC1)=C(C)C)CC1=CC=C(C=C1)OC (1-(p-nitrophenyl)-2-(p-methoxybenzyl)-3-isopropylidenepiperidine). As a reaction SMILES: Cl.[CH3:2][O:3][C:4]1[CH:19]=[CH:18][C:7]([CH2:8][CH:9]2[C:14](=[C:15]([CH3:17])[CH3:16])[CH2:13][CH2:12][CH2:11][NH:10]2)=[CH:6][CH:5]=1.C(=O)([O-])[O-].[K+].[K+].CS(C)=O.F[C:31]1[CH:36]=[CH:35][C:34]([N+:37]([O-:39])=[O:38])=[CH:33][CH:32]=1>O>[N+:37]([C:34]1[CH:35]=[CH:36][C:31]([N:10]2[CH2:11][CH2:12][CH2:13][C:14](=[C:15]([CH3:17])[CH3:16])[CH:9]2[CH2:8][C:7]2[CH:6]=[CH:5][C:4]([O:3][CH3:2])=[CH:19][CH:18]=2)=[CH:32][CH:33]=1)([O-:39])=[O:38] |f:0.1,2.3.4|. Procedure details: A mixture of 1.0 g. of 2-(p-methoxybenzyl)-3-isopropylidenepiperidine hydrochloride, 1.1 g. of powdered potassium carbonate, 10 ml. of dimethyl sulfoxide, and 0.4 ml. of p-fluoronitrobenzene was stirred and heated on a steam bath for 1 hour. The reaction mixture was then poured into water and the water was decanted from the precipitated gum. The gum was washed with several portions of water and then taken up in diethyl ether, and the ether was washed with several portions of water. The ether was... The reactants are NC=1C=NC2=CC=CC=C2C1NC(CO)C (2-[(3-Amino-4-quinolinyl)amino]-1-propanol), C(C)(=O)OC(OCC)OCC (diethoxymethyl acetate), [OH-].[NH4+] (ammonium hydroxide). The solvent is O (water). Yields the product CC(CO)N1C=NC=2C=NC=3C=CC=CC3C21 (beta-methyl-1H-imidazo[4,5-c]quinoline-1-ethanol). RXN SMILES: [NH2:1][C:2]1[CH:3]=[N:4][C:5]2[C:10]([C:11]=1[NH:12][CH:13]([CH3:16])[CH2:14][OH:15])=[CH:9][CH:8]=[CH:7][CH:6]=2.[C:17](OC(OCC)OCC)(=O)C.[OH-].[NH4+]>O>[CH3:16][CH:13]([N:12]1[C:11]2[C:10]3[CH:9]=[CH:8][CH:7]=[CH:6][C:5]=3[N:4]=[CH:3][C:2]=2[N:1]=[CH:17]1)[CH2:14][OH:15] |f:2.3|. Reported procedure: 2-[(3-Amino-4-quinolinyl)amino]-1-propanol (0.113 mole) as a crude reaction product obtained by the method of Example 4, was mixed with a 20 percent molar excess of diethoxymethyl acetate (22.3 g, 0.136 mole) and heated for 0.75 hour. To the mixture was added 150 ml of water. The resulting mixture was made basic with concentrated ammonium hydroxide, and extracted first with ethyl acetate, then with chloroform. The extracts were combined, dried over magnesium sulfate, and evaporated, slurried in ... The reactants are [Li]CCCC, CCC(CC)c1cc(C)nc2c(I)c(C)nn12, C1CCOC1, Cc1csc2cccnc12, [Cl-], [Cl-], ClCCl, [Zn+2]. Yields the product CCC(CC)c1cc(C)nc2c(-c3sc4cccnc4c3C)c(C)nn12. As a reaction SMILES: [CH2:11]([Li:12])[CH2:13][CH2:14][CH3:15].[CH2:16]([CH3:17])[CH:18]([CH2:19][CH3:20])[c:21]1[cH:22][c:23]([CH3:32])[n:24][c:25]2[n:26]1[n:27][c:28]([CH3:31])[c:29]2[I:30].[CH2:39]1[O:40][CH2:41][CH2:42][CH2:43]1.[CH3:1][c:2]1[cH:3][s:4][c:5]2[c:6]1[n:7][cH:8][cH:9][cH:10]2.[Cl-:36].[Cl-:38].[Cl:33][CH2:34][Cl:35].[Zn+2:37]>>[CH3:1][c:2]1[c:3](-[c:29]2[c:25]3[n:24][c:23]([CH3:32])[cH:22][c:21]([CH:18]([CH2:16][CH3:17])[CH2:19][CH3:20])[n:26]3[n:27][c:28]2[CH3:31])[s:4][c:5]2[c:6]1[n:7][cH:8][cH:9][cH:10]2.